From a dataset of the Open Reaction Database (ORD), a public repository of structured organic reaction records. describe an organic reaction: reactants, conditions, products, and yield Reactants: C(C)OC=C(C(=O)OCC)C(=O)OCC (Diethyl ethoxymethylene-malonate), C1(=CC=CC=C1)NN (phenylhydrazine). The solvent is CO (methanol). The product is C1(=CC=CC=C1)N1N=C(CC1=O)C1=CC=CC=C1 (2,4-dihydro-2,5-diphenyl-3H-pyrazol-3-one). Isolated yield 175.9%. RXN SMILES: C(OC=[C:5]([C:11](OCC)=O)[C:6]([O:8]CC)=O)C.[C:16]1([NH:22][NH2:23])[CH:21]=[CH:20][CH:19]=[CH:18][CH:17]=1>CO>[C:16]1([N:22]2[C:6](=[O:8])[CH2:5][C:11]([C:16]3[CH:21]=[CH:20][CH:19]=[CH:18][CH:17]=3)=[N:23]2)[CH:21]=[CH:20][CH:19]=[CH:18][CH:17]=1. Procedure details: Diethyl ethoxymethylene-malonate (5.20 ml; 26 mmol) was added rapidly to 2.75 ml (28 mmol) of phenylhydrazine in 15 ml of methanol and the resulting mixture was refluxed for 4 hours. The mixture was cooled and concentrated in vacuo, and the residue was crystallized from ethanol to afford 5.82 g (97%) of 2,4-dihydro-2-phenyl-4-ethoxycarbonyl-3H-pyrazol-3-one (Formula III: R1 =Ph; R2 =H; R3 =C(O)OEt) as white needles, m.p. 106°-107° C.